From a dataset of the Open Reaction Database (ORD), a public repository of structured organic reaction records. describe an organic reaction: reactants, conditions, products, and yield Reactants: CCNc1cc(F)c([N+](=O)[O-])cc1F, CC(=O)OC(C)=O, O, O=S(=O)(O)O. Yields the product CCN(C(C)=O)c1cc(F)c([N+](=O)[O-])cc1F. As a reaction SMILES: [CH2:1]([CH3:2])[NH:3][c:4]1[c:5]([F:14])[cH:6][c:7]([N+:11](=[O:12])[O-:13])[c:8]([F:10])[cH:9]1.[CH3:21][C:22](=[O:23])[O:24][C:25](=[O:26])[CH3:27].[OH2:20].[S:15](=[O:16])(=[O:17])([OH:18])[OH:19]>>[CH2:1]([CH3:2])[N:3]([c:4]1[c:5]([F:14])[cH:6][c:7]([N+:11](=[O:12])[O-:13])[c:8]([F:10])[cH:9]1)[C:22]([CH3:21])=[O:23]. Starting materials: CSc1scc[s+]1, [O-][Cl+3]([O-])([O-])[O-], C1CCOC1, O=C(O)C1CCCN1. The product is [O-][Cl+3]([O-])([O-])[O-], O=C(O)C1CCC[N+]1=c1sccs1. RXN SMILES: [CH3:14][S:15][c:16]1[s+:17][cH:18][cH:19][s:20]1.[Cl+3:9]([O-:10])([O-:11])([O-:12])[O-:13].[O:21]1[CH2:22][CH2:23][CH2:24][CH2:25]1.[OH:1][C:2](=[O:3])[CH:4]1[CH2:5][CH2:6][CH2:7][NH:8]1>>[Cl+3:9]([O-:10])([O-:11])([O-:12])[O-:13].[OH:1][C:2](=[O:3])[CH:4]1[CH2:5][CH2:6][CH2:7][N+:8]1=[c:16]1[s:17][cH:18][cH:19][s:20]1. The reactants are Cc1nc(N)nc2c1C(=NOCCCN(C)C)CC(c1cc(F)ccc1-c1ccccc1)C2, CN1CCN(CCCCl)CC1, Cl, Cl, [H-], Cc1nc(N)nc2c1C(=NO)CC(c1ccccc1-c1ccccc1)C2, [Na+], O. Yields the product Cc1nc(N)nc2c1C(=NOCCCN1CCN(C)CC1)CC(c1ccccc1-c1ccccc1)C2. RXN SMILES: [CH3:42][N:43]([CH3:44])[CH2:45][CH2:46][CH2:47][O:48][N:49]=[C:50]1[CH2:51][CH:52]([c:53]2[cH:54][c:55]([F:56])[cH:57][cH:58][c:59]2-[c:60]2[cH:61][cH:62][cH:63][cH:64][cH:65]2)[CH2:66][c:67]2[n:68][c:69]([NH2:70])[n:71][c:72]([CH3:73])[c:74]21.[Cl:29][CH2:30][CH2:31][CH2:32][N:33]1[CH2:34][CH2:35][N:36]([CH3:39])[CH2:37][CH2:38]1.[ClH:27].[ClH:28].[H-:40].[NH2:1][c:2]1[n:3][c:4]2[c:9]([c:10]([CH3:12])[n:11]1)[C:8](=[N:13][OH:14])[CH2:7][CH:6]([c:15]1[c:16](-[c:21]3[cH:22][cH:23][cH:24][cH:25][cH:26]3)[cH:17][cH:18][cH:19][cH:20]1)[CH2:5]2.[Na+:41].[OH2:75]>>[NH2:1][c:2]1[n:3][c:4]2[c:9]([c:10]([CH3:12])[n:11]1)[C:8](=[N:13][O:14][CH2:30][CH2:31][CH2:32][N:33]1[CH2:34][CH2:35][N:36]([CH3:39])[CH2:37][CH2:38]1)[CH2:7][CH:6]([c:15]1[c:16](-[c:21]3[cH:22][cH:23][cH:24][cH:25][cH:26]3)[cH:17][cH:18][cH:19][cH:20]1)[CH2:5]2. The reactants are Brc1ccc(Br)nc1, O=C([O-])[O-], C1COCCN1, Cc1ccccc1, [Cs+], [Cs+], O=C(C=Cc1ccccc1)C=Cc1ccccc1, O=C(C=Cc1ccccc1)C=Cc1ccccc1, O=C(C=Cc1ccccc1)C=Cc1ccccc1, [Pd], [Pd], c1ccc(P(c2ccccc2)c2ccc3ccccc3c2-c2c(P(c3ccccc3)c3ccccc3)ccc3ccccc23)cc1. Yields the product Brc1ccc(N2CCOCC2)nc1. RXN SMILES: [Br:1][c:2]1[n:3][cH:4][c:5]([Br:8])[cH:6][cH:7]1.[C:15](=[O:16])([O-:17])[O-:18].[CH2:9]1[CH2:10][O:11][CH2:12][CH2:13][NH:14]1.[CH3:67][c:68]1[cH:69][cH:70][cH:71][cH:72][cH:73]1.[Cs+:19].[Cs+:20].[O:112]=[C:113]([CH:114]=[CH:115][c:116]1[cH:117][cH:118][cH:119][cH:120][cH:121]1)[CH:122]=[CH:123][c:124]1[cH:125][cH:126][cH:127][cH:128][cH:129]1.[O:76]=[C:77]([CH:78]=[CH:79][c:80]1[cH:81][cH:82][cH:83][cH:84][cH:85]1)[CH:86]=[CH:87][c:88]1[cH:89][cH:90][cH:91][cH:92][cH:93]1.[O:94]=[C:95]([CH:96]=[CH:97][c:98]1[cH:99][cH:100][cH:101][cH:102][cH:103]1)[CH:104]=[CH:105][c:106]1[cH:107][cH:108][cH:109][cH:110][cH:111]1.[Pd:74].[Pd:75].[c:21]1([P:22]([c:23]2[cH:24][cH:25][cH:26][cH:27][cH:28]2)[c:29]2[cH:30][cH:31][c:32]3[c:33]([cH:34][cH:35][cH:36][cH:37]3)[c:38]2-[c:39]2[c:40]3[c:41]([cH:42][cH:43][cH:44][cH:45]3)[cH:46][cH:47][c:48]2[P:49]([c:50]2[cH:51][cH:52][cH:53][cH:54][cH:55]2)[c:56]2[cH:57][cH:58][cH:59][cH:60][cH:61]2)[cH:62][cH:63][cH:64][cH:65][cH:66]1>>[c:2]1([N:14]2[CH2:9][CH2:10][O:11][CH2:12][CH2:13]2)[n:3][cH:4][c:5]([Br:8])[cH:6][cH:7]1. Reactants: [OH-].[Na+] (NaOH), CS(=O)(=O)NC1=CC=C(C(=O)OC)C=C1 (methyl 4-[(methylsulfonyl)amino]benzoate). The solvent is CO (methanol), O (water). Run at time 8 hour. The product is CS(=O)(=O)NC1=CC=C(C(=O)O)C=C1 (4-[(methylsulfonyl)amino]benzoic acid). The yield is 74.6%. Reaction SMILES: [OH-].[Na+].[CH3:3][S:4]([NH:7][C:8]1[CH:17]=[CH:16][C:11]([C:12]([O:14]C)=[O:13])=[CH:10][CH:9]=1)(=[O:6])=[O:5]>CO.O>[CH3:3][S:4]([NH:7][C:8]1[CH:17]=[CH:16][C:11]([C:12]([OH:14])=[O:13])=[CH:10][CH:9]=1)(=[O:6])=[O:5] |f:0.1|. Procedure details: 3.6 g (90 mmol) of NaOH was added to the solution of methyl 4-[(methylsulfonyl)amino]benzoate in 40 mL methanol and 20 mL water and stirred overnight at room temperature. Solvents were then removed and the product purified by ethyl acetate extraction from 1N aqueous hydrochloric acid, providing 1.2 g (yield 74.6%) of the 4-[(methylsulfonyl)amino]benzoic acid. 1H NMR in d-chloroform: 8.03 (2H, d, J=8.7 Hz), 7.34 (2H, d, J=8.7 Hz), 3.09 (3H, s). 13C NMR in d-chloroform: 131.2, 117.9, 38.6. Starting materials: CC(C)CC(O)C(O)C(CC1CCCCC1)NC(=O)OC(C)(C)C, Cl, C1COCCO1. The product is CC(C)CC(O)C(O)C(N)CC1CCCCC1. Reaction SMILES: [C:1]([O:2][C:3](=[O:4])[NH:8][CH:9]([CH2:10][CH:11]1[CH2:12][CH2:13][CH2:14][CH2:15][CH2:16]1)[CH:17]([CH:18]([CH2:19][CH:20]([CH3:21])[CH3:22])[OH:23])[OH:24])([CH3:5])([CH3:6])[CH3:7].[ClH:25].[O:26]1[CH2:27][CH2:28][O:29][CH2:30][CH2:31]1>>[NH2:8][CH:9]([CH2:10][CH:11]1[CH2:12][CH2:13][CH2:14][CH2:15][CH2:16]1)[CH:17]([CH:18]([CH2:19][CH:20]([CH3:21])[CH3:22])[OH:23])[OH:24]. Reactants: O.[OH-].[Li+] (Lithium hydroxide monohydrate), O=C1C(CC[C@H]2COC[C@H](N21)C2=CC(=C(C(=C2)F)F)F)P(OCC)(OCC)=O (diethyl [(4R,9aS)-6-oxo-4-(3,4,5-trifluorophenyl)octahydropyrido[2,1-c][1,4]oxazin-7-yl]phosphonate), COC=1C=C(C=O)C=CC1N1C=NC(=C1)C (3-methoxy-4-(4-methyl-1H-imidazol-1-yl)benzaldehyde), C(C)(=O)OCC (Ethyl acetate). The solvent is O1CCCC1 (tetrahydrofuran), C(C)O (ethanol), O (water). Run at time 2 hour. The product is COC=1C=C(\C=C\2/CC[C@H]3COC[C@H](N3C2=O)C2=CC(=C(C(=C2)F)F)F)C=CC1N1C=NC(=C1)C ((E)-(4R,9aS)-7-[3-methoxy-4-(4-methyl-1H-imidazol-1-yl)benzylidene]-4-(3,4,5-trifluorophenyl)hexahydropyrido[2,1-c][1,4]oxazin-6-one). Isolated yield 38.2%. RXN SMILES: O.[OH-].[Li+].[O:4]=[C:5]1[N:14]2[C@H:9]([CH2:10][O:11][CH2:12][C@H:13]2[C:15]2[CH:20]=[C:19]([F:21])[C:18]([F:22])=[C:17]([F:23])[CH:16]=2)[CH2:8][CH2:7][CH:6]1P(=O)(OCC)OCC.[CH3:32][O:33][C:34]1[CH:35]=[C:36]([CH:39]=[CH:40][C:41]=1[N:42]1[CH:46]=[C:45]([CH3:47])[N:44]=[CH:43]1)[CH:37]=O.C(OCC)(=O)C>O1CCCC1.C(O)C.O>[CH3:32][O:33][C:34]1[CH:35]=[C:36]([CH:39]=[CH:40][C:41]=1[N:42]1[CH:46]=[C:45]([CH3:47])[N:44]=[CH:43]1)/[CH:37]=[C:6]1\[CH2:7][CH2:8][C@@H:9]2[N:14]([C:5]\1=[O:4])[C@H:13]([C:15]1[CH:16]=[C:17]([F:23])[C:18]([F:22])=[C:19]([F:21])[CH:20]=1)[CH2:12][O:11][CH2:10]2 |f:0.1.2|. Reported procedure: Lithium hydroxide monohydrate (63.4 mg) was added to a mixed solution of diethyl [(4R,9aS)-6-oxo-4-(3,4,5-trifluorophenyl)octahydropyrido[2,1-c][1,4]oxazin-7-yl]phosphonate (372 mg) and 3-methoxy-4-(4-methyl-1H-imidazol-1-yl)benzaldehyde (229 mg) in tetrahydrofuran (6 mL) and ethanol (2 mL) at room temperature, and the reaction solution was stirred at room temperature for two hours. Ethyl acetate and water were added to the reaction solution, and the organic layer was separated. The organic laye... The reactants are C(=O)C1=C(C(OC)C2=CC(=NO2)C)C=CC=C1 (5-(2-formyl-α-methoxybenzyl)-3-methylisoxazole), Cl.NO (hydroxylamine hydrochloride), N1=CC=CC=C1 (pyridine), Cl (hydrochloric acid). Solvent: CO (methanol). Product: ON=CC1=C(C(OC)C2=CC(=NO2)C)C=CC=C1 (5-(2-hydroxyiminomethyl-α-methoxybenzyl)-3-methylisoxazole). The yield is 81.2%. As a reaction SMILES: [CH:1]([C:3]1[CH:17]=[CH:16][CH:15]=[CH:14][C:4]=1[CH:5]([C:8]1[O:12][N:11]=[C:10]([CH3:13])[CH:9]=1)[O:6][CH3:7])=O.Cl.[NH2:19][OH:20].N1C=CC=CC=1.Cl>CO>[OH:20][N:19]=[CH:1][C:3]1[CH:17]=[CH:16][CH:15]=[CH:14][C:4]=1[CH:5]([C:8]1[O:12][N:11]=[C:10]([CH3:13])[CH:9]=1)[O:6][CH3:7] |f:1.2|. Reported procedure: To 1.39 g (6 mmol) of 5-(2-formyl-α-methoxybenzyl)-3-methylisoxazole in 12 ml of methanol was added 0.83 g (12 mmol) of hydroxylamine hydrochloride and 1.07 ml (13.2 mmol) of pyridine and stirred under reflux for 2 hours. After completion of the reaction, 200 ml of 0.1 N hydrochloric acid was added and extracted twice with 100 ml of dichloromethane. The dichloromethane layer was dried over anhydrous magnesium and concentrated under reduced pressure. The residue was purified by column chromatogra... Reactants: CCCN, Cc1nn(-c2ccccn2)c2nc3ccccc3c(Cl)c12, O. The product is CCCNc1c2ccccc2nc2c1c(C)nn2-c1ccccn1. Reaction SMILES: [CH3:22][CH2:23][CH2:24][NH2:25].[Cl:1][c:2]1[c:3]2[c:4]([n:5][c:6]3[cH:7][cH:8][cH:9][cH:10][c:11]13)[n:12](-[c:16]1[n:17][cH:18][cH:19][cH:20][cH:21]1)[n:13][c:14]2[CH3:15].[OH2:26]>>[c:2]1([NH:25][CH2:24][CH2:23][CH3:22])[c:3]2[c:4]([n:5][c:6]3[cH:7][cH:8][cH:9][cH:10][c:11]13)[n:12](-[c:16]1[n:17][cH:18][cH:19][cH:20][cH:21]1)[n:13][c:14]2[CH3:15]. The reactants are NCCc1ccccc1, CO, Cc1n[nH]c(N)c1-c1nc2ccc(S(=O)(=O)Cl)cc2s1. Yields the product Cc1n[nH]c(N)c1-c1nc2ccc(S(=O)(=O)NCCc3ccccc3)cc2s1. As a reaction SMILES: [CH2:21]([CH2:22][c:23]1[cH:24][cH:25][cH:26][cH:27][cH:28]1)[NH2:29].[CH3:30][OH:31].[NH2:1][c:2]1[c:3](-[c:8]2[s:9][c:10]3[c:11]([n:12]2)[cH:13][cH:14][c:15]([S:17](=[O:18])(=[O:19])[Cl:20])[cH:16]3)[c:4]([CH3:7])[n:5][nH:6]1>>[NH2:1][c:2]1[c:3](-[c:8]2[s:9][c:10]3[c:11]([n:12]2)[cH:13][cH:14][c:15]([S:17](=[O:18])(=[O:19])[NH:29][CH2:21][CH2:22][c:23]2[cH:24][cH:25][cH:26][cH:27][cH:28]2)[cH:16]3)[c:4]([CH3:7])[n:5][nH:6]1.